This data is from the Open Reaction Database (ORD), a public repository of structured organic reaction records. The task is: describe an organic reaction: reactants, conditions, products, and yield The reactants are CCOC(C)=O, CCO, Cl, O=[N+]([O-])c1ccc(CS(=O)(=O)Oc2ccccc2)cc1, O=[Pd]. Product: Cl, Nc1ccc(CS(=O)(=O)Oc2ccccc2)cc1. Reaction SMILES: [CH3:22][CH2:23][O:24][C:25](=[O:26])[CH3:27].[CH3:28][CH2:29][OH:30].[ClH:21].[N+:1]([O-:2])(=[O:3])[c:4]1[cH:5][cH:6][c:7]([CH2:10][S:11](=[O:12])(=[O:13])[O:14][c:15]2[cH:16][cH:17][cH:18][cH:19][cH:20]2)[cH:8][cH:9]1.[Pd:31]=[O:32]>>[ClH:21].[NH2:1][c:4]1[cH:5][cH:6][c:7]([CH2:10][S:11](=[O:12])(=[O:13])[O:14][c:15]2[cH:16][cH:17][cH:18][cH:19][cH:20]2)[cH:8][cH:9]1. Product: ClC1=C(C=CC=C1)C=1SC=C(N1)CN1C(=CC2=C(C(=CC=C12)C#N)C(F)(F)F)C (1-{[2-(2-Chlorophenyl)-1,3-thiazol-4-yl]methyl}-2-methyl-4-(trifluoromethyl)-1H-indole-5-carbonitrile). Reported procedure: Synthesized as described in Example 4 using 2-methyl-4-(trifluoromethyl)-1H-indole-5-carbonitrile (Example 120) and 4-(chloromethyl)-2-(2-chlorophenyl)-1,3-thiazole: 1H NMR (400 MHz, CDCl3) δ 8.17 (m, 1H), 7.58 (d, J=8.3 Hz, 1H), 7.49 (m, 2H), 7.36 (m, 2H), 6.79 (s, 1H), 6.65 (s, 1H), 5.51 (s, 2H), 2.58 (s, 3H); MS (ES) m/z 432 (M+1) and 434 (M+1, isotope). As a reaction SMILES: [CH3:1][C:2]1[NH:3][C:4]2[C:9]([CH:10]=1)=[C:8]([C:11]([F:14])([F:13])[F:12])[C:7]([C:15]#[N:16])=[CH:6][CH:5]=2.Cl[CH2:18][C:19]1[N:20]=[C:21]([C:24]2[CH:29]=[CH:28][CH:27]=[CH:26][C:25]=2[Cl:30])[S:22][CH:23]=1>>[Cl:30][C:25]1[CH:26]=[CH:27][CH:28]=[CH:29][C:24]=1[C:21]1[S:22][CH:23]=[C:19]([CH2:18][N:3]2[C:4]3[C:9](=[C:8]([C:11]([F:12])([F:14])[F:13])[C:7]([C:15]#[N:16])=[CH:6][CH:5]=3)[CH:10]=[C:2]2[CH3:1])[N:20]=1. The reactants are CC=1NC2=CC=C(C(=C2C1)C(F)(F)F)C#N (2-methyl-4-(trifluoromethyl)-1H-indole-5-carbonitrile), ClCC=1N=C(SC1)C1=C(C=CC=C1)Cl (4-(chloromethyl)-2-(2-chlorophenyl)-1,3-thiazole). The reactants are [BH4-].[Na+] (sodium borohydride), C(#N)C1(CCOCC1)C(=O)OC (Methyl 4-cyanotetrahydro-2H-pyran-4-carboxylate), CO (methanol), O (water), O (water). Solvent: O1CCCC1 (tetrahydrofuran), C(C)(=O)OCC (ethyl acetate). Reaction conditions: time 30 minute. Product: C(#N)C1(CCOCC1)CO (4-cyanotetrahydro-2H-pyran-4-ylmethanol). Isolated yield 65.1%. As a reaction SMILES: [C:1]([C:3]1([C:9](OC)=[O:10])[CH2:8][CH2:7][O:6][CH2:5][CH2:4]1)#[N:2].CO.O.[BH4-].[Na+]>O1CCCC1.C(OCC)(=O)C>[C:1]([C:3]1([CH2:9][OH:10])[CH2:8][CH2:7][O:6][CH2:5][CH2:4]1)#[N:2] |f:3.4|. Procedure: Methyl 4-cyanotetrahydro-2H-pyran-4-carboxylate (2.93 g, 17.3 mmol) was dissolved in tetrahydrofuran (50 mL), methanol (10 mL) and water (5.0 mL). To this, sodium borohydride (1.31 g, 34.6 mmol) was added and the mixture was stirred at room temperature for 30 minutes. The reaction was stopped by addition of water to the reaction mixture, and extraction with ethyl acetate was performed, followed by washing with brine and drying over anhydrous sodium sulfate. The solvent was evaporated off under r... Procedure: Twenty mililiters (20 ml) of a mixture of sulfuric acid and water (v/v=1/1), and 7.3 g of 2-(4-chloro-3-isopropoxycarbonylphenyl)-6-ethoxycarbonyl-4-methyl-5-trifluoromethylpyridazin-3-one (the present compound 1-109) were mixed and heated for 7 hours on a 150° C. oil bath. The reaction solution was cooled to room temperature, poured into 100 ml of water. The precipitated crystals were filtered off, washed with 50 ml of water 3 times, dissolved with 200 ml of ethyl acetate and dried over anhydro... Reactants: mixture, S(O)(O)(=O)=O (sulfuric acid), ClC1=C(C=C(C=C1)N1N=C(C(=C(C1=O)C)C(F)(F)F)C(=O)OCC)C(=O)OC(C)C (2-(4-chloro-3-isopropoxycarbonylphenyl)-6-ethoxycarbonyl-4-methyl-5-trifluoromethylpyridazin-3-one), compound 1-109. The solvent is O (water), O (water). Yield: 89.8%. Conditions: temperature 150 celsius. RXN SMILES: S(=O)(=O)(O)O.[Cl:6][C:7]1[CH:12]=[CH:11][C:10]([N:13]2[C:18](=[O:19])[C:17]([CH3:20])=[C:16]([C:21]([F:24])([F:23])[F:22])[C:15](C(OCC)=O)=[N:14]2)=[CH:9][C:8]=1[C:30]([O:32]C(C)C)=[O:31]>O>[Cl:6][C:7]1[C:8]([C:30]([OH:32])=[O:31])=[CH:9][C:10]([N:13]2[C:18](=[O:19])[C:17]([CH3:20])=[C:16]([C:21]([F:24])([F:22])[F:23])[CH:15]=[N:14]2)=[CH:11][CH:12]=1. Product: ClC1=CC=C(C=C1C(=O)O)N1N=CC(=C(C1=O)C)C(F)(F)F (2-(4-chloro-5-carboxyphenyl)-4-methyl-5-trifluoromethylpyridazin-3-one). The reactants are COC(=O)c1cccc(-c2ccc(CN)cc2)c1, CCN=C=NCCCN(C)C, CN(C)C=O, Cl, O=C(O)c1cccnc1Oc1ccc(F)cc1, O, O, On1nnc2ccccc21. Product: COC(=O)c1cccc(-c2ccc(CNC(=O)c3cccnc3Oc3ccc(F)cc3)cc2)c1. As a reaction SMILES: [CH3:18][O:19][C:20](=[O:21])[c:22]1[cH:23][c:24](-[c:28]2[cH:29][cH:30][c:31]([CH2:34][NH2:35])[cH:32][cH:33]2)[cH:25][cH:26][cH:27]1.[CH3:48][N:49]([CH3:50])[CH2:51][CH2:52][CH2:53][N:54]=[C:55]=[N:56][CH2:57][CH3:58].[CH3:59][N:60]([CH3:61])[CH:62]=[O:63].[ClH:47].[F:1][c:2]1[cH:3][cH:4][c:5]([O:6][c:7]2[c:8]([C:9](=[O:10])[OH:11])[cH:12][cH:13][cH:14][n:15]2)[cH:16][cH:17]1.[OH2:36].[OH2:64].[OH:37][n:38]1[c:39]2[cH:40][cH:41][cH:42][cH:43][c:44]2[n:45][n:46]1>>[F:1][c:2]1[cH:3][cH:4][c:5]([O:6][c:7]2[c:8]([C:9](=[O:11])[NH:35][CH2:34][c:31]3[cH:30][cH:29][c:28](-[c:24]4[cH:23][c:22]([C:20]([O:19][CH3:18])=[O:21])[cH:27][cH:26][cH:25]4)[cH:33][cH:32]3)[cH:12][cH:13][cH:14][n:15]2)[cH:16][cH:17]1. Starting materials: FC=1C=C(C(=O)O)C=CC1O (3-fluoro-4-hydroxybenzoic acid), S(=O)(Cl)Cl (thionyl chloride), C(C)O (ethanol). RXN SMILES: [F:1][C:2]1[CH:3]=[C:4]([CH:8]=[CH:9][C:10]=1[OH:11])[C:5]([OH:7])=[O:6].S(Cl)(Cl)=O.[CH2:16](O)[CH3:17]>>[F:1][C:2]1[CH:3]=[C:4]([CH:8]=[CH:9][C:10]=1[OH:11])[C:5]([O:7][CH2:16][CH3:17])=[O:6]. The yield is 100.0%. Product: FC=1C=C(C(=O)OCC)C=CC1O (Ethyl 3-fluoro-4-hydroxybenzoate). Run at temperature 80 celsius. Procedure: To a solution of 3-fluoro-4-hydroxybenzoic acid (Aldrich, 4.0 mmol, 624 mg) in ethanol (10 mL), was added thionyl chloride (2 mL, Aldrich). The reaction mixture was heated at 80° C. for 4 h, and concentrated in vacuo to remove the solvent and excess thionyl chloride to afford the desired product (736 mg, 100% yield) as a white solid. MS(ESI+) m/z 185.33 (M+H)+. Starting materials: C(C)N(C1=C(C=C(C(=C1)OC)OC)C1CC=2C=CC(=CC2CC1)OC(C(C)(C)C)=O)C(C1=CC=C(C=C1)O)=O (pivalic acid 6-{2-[ethyl(4-hydroxybenzoyl)amino]-4,5-dimethoxyphenyl}-5,6,7,8-tetrahydronaphthalen-2-yl ester), ClCC(=O)N(C)C (2-chloro-N,N-dimethylacetamide). Yields the product CN(CCOC1=CC=C(CCCNC2=C(C=C(C(=C2)OC)OC)C2CC=3C=CC(=CC3CC2)O)C=C1)C (6-{2-{[4-(2-Dimethylaminoethoxy)benzyl]ethylamino}-4,5-dimethoxyphenyl}-5,6,7,8-tetrahydronaphthalen-2-ol). Yield: 29.9%. As a reaction SMILES: C([N:3]([C:31](=O)[C:32]1[CH:37]=[CH:36][C:35](O)=[CH:34]C=1)[C:4]1[CH:9]=[C:8]([O:10][CH3:11])[C:7]([O:12][CH3:13])=[CH:6][C:5]=1[CH:14]1[CH2:23][CH2:22][C:21]2[CH:20]=[C:19]([O:24]C(=O)C(C)(C)C)[CH:18]=[CH:17][C:16]=2[CH2:15]1)C.Cl[CH2:41][C:42]([N:44]([CH3:46])[CH3:45])=O>>[CH3:45][N:44]([CH3:46])[CH2:42][CH2:41][O:10][C:8]1[CH:7]=[CH:6][C:36]([CH2:37][CH2:32][CH2:31][NH:3][C:4]2[CH:9]=[C:8]([O:10][CH3:11])[C:7]([O:12][CH3:13])=[CH:6][C:5]=2[CH:14]2[CH2:23][CH2:22][C:21]3[CH:20]=[C:19]([OH:24])[CH:18]=[CH:17][C:16]=3[CH2:15]2)=[CH:35][CH:34]=1. Reported procedure: Synthesized from pivalic acid 6-{2-[ethyl(4-hydroxybenzoyl)amino]-4,5-dimethoxyphenyl}-5,6,7,8-tetrahydronaphthalen-2-yl ester (19 mg) and 2-chloro-N,N-dimethylacetamide (8.5 mg) according to an analogous synthetic method to Example 404 and purified by LC-MS, the title compound (2.7 mg) was obtained.